From a dataset of the Open Reaction Database (ORD), a public repository of structured organic reaction records. describe an organic reaction: reactants, conditions, products, and yield The reactants are S(=O)([O-])S(=O)[O-].[Na+].[Na+] (sodium hydrosulfite), [N+](=O)([O-])C=1C=NC2=CC=CC=C2C1NCCC(=O)OCC (Ethyl N-(3-nitroquinolin-4-yl)-β-alaninate), S(=O)([O-])S(=O)[O-].[Na+].[Na+] (sodium hydrosulfite), C([O-])([O-])=O.[K+].[K+] (potassium carbonate), S(=O)([O-])S(=O)[O-].[Na+].[Na+] (sodium hydrosulfite). The reagents and catalysts are CC[N+]1=CC=C(C=C1)C2=CC=[N+](C=C2)CC.[Br-].[Br-] (ethyl viologen dibromide). Conditions: time 8 hour. Yields the product NC=1C=NC2=CC=CC=C2C1NCCC(=O)OCC (ethyl N-(3-aminoquinolin-4-yl)-β-alaninate). Yield: 81.9%. Reaction SMILES: [N+:1]([C:4]1[CH:5]=[N:6][C:7]2[C:12]([C:13]=1[NH:14][CH2:15][CH2:16][C:17]([O:19][CH2:20][CH3:21])=[O:18])=[CH:11][CH:10]=[CH:9][CH:8]=2)([O-])=O.S(S([O-])=O)([O-])=O.[Na+].[Na+].C(=O)([O-])[O-].[K+].[K+]>CC[N+]1C=CC(C2C=C[N+](CC)=CC=2)=CC=1.[Br-].[Br-]>[NH2:1][C:4]1[CH:5]=[N:6][C:7]2[C:12]([C:13]=1[NH:14][CH2:15][CH2:16][C:17]([O:19][CH2:20][CH3:21])=[O:18])=[CH:11][CH:10]=[CH:9][CH:8]=2 |f:1.2.3,4.5.6,7.8.9|. Procedure details: Ethyl N-(3-nitroquinolin-4-yl)-β-alaninate (28.2 g, 97.5 mmol) was treated with sodium hydrosulfite (50.9 g, 292 mmol), potassium carbonate (53.2 g, 385 mmol), and ethyl viologen dibromide (0.364 g, 0.973 mmol) according to a modification of the method described in Part A of Example 8. After the reaction was stirred overnight, additional sodium hydrosulfite (5.0 g, 29 mmol) was added, and the reaction was stirred for two additional hours. Additional sodium hydrosulfite (2.0 g, 5.3 mmol) was adde... Reactants: O (water), CN(CCNS(=O)(=O)C1=CC=CC=C1)C (N-(2-dimethylamino-ethyl)-phenylsulphonamide), FC1=CC=C(C=C1)[N+](=O)[O-] (4-fluoro-nitrobenzene), [H-].[Na+] (sodium hydride). The solvent is CN(C)C=O (DMF). Conditions: time 1 hour. Product: CN(CCN(S(=O)(=O)C1=CC=CC=C1)C1=CC=C(C=C1)[N+](=O)[O-])C (4-[N-(2-dimethylamino-ethyl)-N-phenylsulphonyl-amino]-nitrobenzene). RXN SMILES: [CH3:1][N:2]([CH3:15])[CH2:3][CH2:4][NH:5][S:6]([C:9]1[CH:14]=[CH:13][CH:12]=[CH:11][CH:10]=1)(=[O:8])=[O:7].[H-].[Na+].F[C:19]1[CH:24]=[CH:23][C:22]([N+:25]([O-:27])=[O:26])=[CH:21][CH:20]=1.O>CN(C=O)C>[CH3:1][N:2]([CH3:15])[CH2:3][CH2:4][N:5]([C:19]1[CH:24]=[CH:23][C:22]([N+:25]([O-:27])=[O:26])=[CH:21][CH:20]=1)[S:6]([C:9]1[CH:14]=[CH:13][CH:12]=[CH:11][CH:10]=1)(=[O:7])=[O:8] |f:1.2|. Reported procedure: 6.8 g (29.8 mmol) of N-(2-dimethylamino-ethyl)-phenylsulphonamide are dissolved in 100 ml of DMF and combined with 1.3 g (30 mmol) of sodium hydride (55% in oil). The mixture is stirred for one hour at ambient temperature. Then 4.2 g (29.8 mmol) of 4-fluoro-nitrobenzene are added, and stirring is continued for another 16 hours. After the addition of 300 ml of water the mixture is extracted with ethyl acetate. The organic phase is washed with water, dried and evaporated down. The residue is acidi... The reactants are CCOC(=O)c1cccc([N+](=O)[O-])c1CBr, NCCN1CCc2ccccc2C1, ClCCl, [Na+], O=C([O-])O. Product: O=C1c2cccc([N+](=O)[O-])c2CN1CCN1CCc2ccccc2C1. As a reaction SMILES: [Br:14][CH2:15][c:16]1[c:17]([C:18](=[O:19])[O:20][CH2:21][CH3:22])[cH:23][cH:24][cH:25][c:26]1[N+:27](=[O:28])[O-:29].[CH2:1]1[N:2]([CH2:11][CH2:12][NH2:13])[CH2:3][CH2:4][c:5]2[cH:6][cH:7][cH:8][cH:9][c:10]21.[Cl:35][CH2:36][Cl:37].[Na+:34].[O-:30][C:31]([OH:32])=[O:33]>>[CH2:1]1[N:2]([CH2:11][CH2:12][N:13]2[CH2:15][c:16]3[c:17]([cH:23][cH:24][cH:25][c:26]3[N+:27](=[O:28])[O-:29])[C:18]2=[O:19])[CH2:3][CH2:4][c:5]2[cH:6][cH:7][cH:8][cH:9][c:10]21. Yields the product CON(C)C(=O)c1ccon1. As a reaction SMILES: [CH2:22]([N:23]([CH2:24][CH3:25])[CH2:26][CH2:27][CH2:28][N:29]=[C:30]=[N:31][CH2:32][CH3:33])[CH3:34].[CH3:10][NH:11][O:12][CH3:13].[CH3:14][N:15]1[CH2:16][CH2:17][O:18][CH2:19][CH2:20]1.[CH3:35][N:36]([CH3:37])[c:38]1[cH:39][cH:40][n:41][cH:42][cH:43]1.[Cl:44][CH2:45][Cl:46].[ClH:21].[ClH:9].[o:1]1[n:2][c:3]([C:6](=[O:7])[OH:8])[cH:4][cH:5]1>>[o:1]1[n:2][c:3]([C:6](=[O:8])[N:11]([CH3:10])[O:12][CH3:13])[cH:4][cH:5]1. Reactants: CCN=C=NCCCN(CC)CC, CNOC, CN1CCOCC1, CN(C)c1ccncc1, ClCCl, Cl, Cl, O=C(O)c1ccon1. Reactants: Cc1cc(F)ccc1Cl, [K+], O=[N+]([O-])[O-], O, O=S(=O)(O)O. The product is Cc1cc(F)c([N+](=O)[O-])cc1Cl. Reaction SMILES: [Cl:1][c:2]1[c:3]([CH3:9])[cH:4][c:5]([F:8])[cH:6][cH:7]1.[K+:14].[N+:10](=[O:11])([O-:12])[O-:13].[OH2:15].[S:16](=[O:17])(=[O:18])([OH:19])[OH:20]>>[Cl:1][c:2]1[c:3]([CH3:9])[cH:4][c:5]([F:8])[c:6]([N+:10](=[O:11])[O-:12])[cH:7]1. Reactants: CC1=NC2=CC=CC(=C2C=N1)N1CCNCC1 (2-methyl-5-(1-piperazinyl)quinazoline), CS(=O)(=O)OCCC1=CC(=CC=C1)NS(=O)(=O)C (2-{3-[(methylsulfonyl)amino]phenyl}ethyl methanesulfonate), C(C)(C)N(CC)C(C)C (diisopropylethylamine). Solvent: CN(C)C=O (DMF). Reaction conditions: temperature 100 celsius, time 24 hour. Yields the product CC1=NC2=CC=CC(=C2C=N1)N1CCN(CC1)CCC=1C=C(C=CC1)NS(=O)(=O)C (N-(3-{2-[4-(2-methyl-5-quinazolinyl)-1-piperazinyl]ethyl}phenyl)methanesulfonamide). The yield is 37.6%. As a reaction SMILES: [CH3:1][C:2]1[N:11]=[CH:10][C:9]2[C:4](=[CH:5][CH:6]=[CH:7][C:8]=2[N:12]2[CH2:17][CH2:16][NH:15][CH2:14][CH2:13]2)[N:3]=1.CS(O[CH2:23][CH2:24][C:25]1[CH:30]=[CH:29][CH:28]=[C:27]([NH:31][S:32]([CH3:35])(=[O:34])=[O:33])[CH:26]=1)(=O)=O.C(N(C(C)C)CC)(C)C>CN(C=O)C>[CH3:1][C:2]1[N:11]=[CH:10][C:9]2[C:4](=[CH:5][CH:6]=[CH:7][C:8]=2[N:12]2[CH2:17][CH2:16][N:15]([CH2:23][CH2:24][C:25]3[CH:26]=[C:27]([NH:31][S:32]([CH3:35])(=[O:33])=[O:34])[CH:28]=[CH:29][CH:30]=3)[CH2:14][CH2:13]2)[N:3]=1. Procedure details: A mixture of 2-methyl-5-(1-piperazinyl)quinazoline (50 mg), 2-{3-[(methylsulfonyl)amino]phenyl}ethyl methanesulfonate (65 mg), diisopropylethylamine (192 μL) and DMF (0.5 mL) was heated to 100° C. in a sealed tube and stirred for 24 hours. The mixture was cooled to room temperature and partitioned between aqueous ammonium chloride solution and ethyl acetate. The organic layer was washed (water, brine), dried (sodium sulfate) and concentrated in vacuo. The residue was purified by column chromatog... Starting materials: FC1=CC=C(C=C1)C(O)(C1CCNCC1)C1=CC=C(C=C1)F ([α,α-bis(p-fluorophenyl)]-4-piperidinemethanol), ClCCCOC1=C(C=C(C=C1)C(C)=O)C (1-[4-(3-chloropropoxy)-3-methylphenyl]ethanone). The reagents and catalysts are [I-].[K+] (potassium iodide). The product is FC1=CC=C(C=C1)C(C1CCN(CC1)CCCOC1=C(C=C(C=C1)C(C)=O)C)(O)C1=CC=C(C=C1)F (1-[4-[3-[4-[Bis(4-fluorophenyl)hydroxymethyl]-1-piperidinyl]propoxy]-3-methyphenyl]ethanone). Yield: 76.0%. As a reaction SMILES: [F:1][C:2]1[CH:7]=[CH:6][C:5]([C:8]([C:16]2[CH:21]=[CH:20][C:19]([F:22])=[CH:18][CH:17]=2)([CH:10]2[CH2:15][CH2:14][NH:13][CH2:12][CH2:11]2)[OH:9])=[CH:4][CH:3]=1.Cl[CH2:24][CH2:25][CH2:26][O:27][C:28]1[CH:33]=[CH:32][C:31]([C:34](=[O:36])[CH3:35])=[CH:30][C:29]=1[CH3:37]>[I-].[K+]>[F:1][C:2]1[CH:7]=[CH:6][C:5]([C:8]([C:16]2[CH:17]=[CH:18][C:19]([F:22])=[CH:20][CH:21]=2)([OH:9])[CH:10]2[CH2:11][CH2:12][N:13]([CH2:24][CH2:25][CH2:26][O:27][C:28]3[CH:33]=[CH:32][C:31]([C:34](=[O:36])[CH3:35])=[CH:30][C:29]=3[CH3:37])[CH2:14][CH2:15]2)=[CH:4][CH:3]=1 |f:2.3|. Reported procedure: Following the procedure of Example 1, [α,α-bis(p-fluorophenyl)]-4-piperidinemethanol and 1-[4-(3-chloropropoxy)-3-methylphenyl]ethanone were reacted using potassium iodide catalyst to give the white title compound (recrystallizing from isopropyl alcohol) in 76% yield, m.p. 116°-117° C.